Dataset: the Open Reaction Database (ORD), a public repository of structured organic reaction records. Task: describe an organic reaction: reactants, conditions, products, and yield Starting materials: ClC1=C(C(=O)O)C=CC=C1 (2-chlorobenzoic acid), C(C=1C(N)=CC=CC1)(=O)O (anthranilic acid), C(=O)([O-])[O-].[K+].[K+] (K2CO3), Cu CuO, C(C)OCCO (2-ethoxyethanol), Cl (HCl). The solvent is O (water). Run at time 2 hour. The product is C(=O)(O)C1=C(C=CC=C1)NC=1C(C(=O)O)=CC=CC1 (N-(2-Carboxyphenyl)anthranilic Acid). Yield: 84.0%. RXN SMILES: Cl[C:2]1[CH:10]=[CH:9][CH:8]=[CH:7][C:3]=1[C:4]([OH:6])=[O:5].[C:11]([OH:20])(=[O:19])[C:12]1[C:13](=[CH:15][CH:16]=[CH:17][CH:18]=1)[NH2:14].C([O-])([O-])=O.[K+].[K+].C(OCCO)C.Cl>O>[C:4]([C:3]1[CH:7]=[CH:8][CH:9]=[CH:10][C:2]=1[NH:14][C:13]1[C:12](=[CH:18][CH:17]=[CH:16][CH:15]=1)[C:11]([OH:20])=[O:19])([OH:6])=[O:5] |f:2.3.4|. Reported procedure: A mixture of 2-chlorobenzoic acid (100 g), anthranilic acid (90 g), anhydrous powered K2CO3 (135 g), Cu/CuO (2 g) and 2-ethoxyethanol (200 ml) was heated with swirling on the steam bath until gas evolution ceased and then stirred at 145° for a further 21/2 hours. The thick reaction mixture was diluted with water, acidified (HCl) and then the crude product was collected and washed well with hot water. This was dissolved in hot dilute aqueous Na2CO3 treated liberally with charcoal-celite and filte... Starting materials: [C-]#N, CC#N, Cc1ccccc1, O=C(Cl)c1cccc(Cl)c1. The product is N#CC(=O)c1cccc(Cl)c1. RXN SMILES: [C-:11]#[N:12].[CH3:13][C:14]#[N:15].[CH3:16][c:17]1[cH:18][cH:19][cH:20][cH:21][cH:22]1.[Cl:1][c:2]1[cH:3][c:4]([C:5](=[O:6])[Cl:7])[cH:8][cH:9][cH:10]1>>[Cl:1][c:2]1[cH:3][c:4]([C:5](=[O:6])[C:14]#[N:15])[cH:8][cH:9][cH:10]1. Starting materials: Cc1ccc(N2CCN(C)CC2)c2c1CCC(NC(=O)c1ccc(N3CCOCC3)cc1)C2, CS(=O)(=O)O, C1CCOC1. Yields the product Cc1ccc(N2CCN(C)CC2)c2c1CCC(NC(=O)c1ccc(N3CCOCC3)cc1)C2, CS(=O)(=O)O. RXN SMILES: [CH3:1][c:2]1[c:3]2[c:8]([c:9]([N:12]3[CH2:13][CH2:14][N:15]([CH3:18])[CH2:16][CH2:17]3)[cH:10][cH:11]1)[CH2:7][CH:6]([NH:19][C:20]([c:21]1[cH:22][cH:23][c:24]([N:27]3[CH2:28][CH2:29][O:30][CH2:31][CH2:32]3)[cH:25][cH:26]1)=[O:33])[CH2:5][CH2:4]2.[CH3:34][S:35]([OH:36])(=[O:37])=[O:38].[O:39]1[CH2:40][CH2:41][CH2:42][CH2:43]1>>[CH3:1][c:2]1[c:3]2[c:8]([c:9]([N:12]3[CH2:13][CH2:14][N:15]([CH3:18])[CH2:16][CH2:17]3)[cH:10][cH:11]1)[CH2:7][CH:6]([NH:19][C:20]([c:21]1[cH:22][cH:23][c:24]([N:27]3[CH2:28][CH2:29][O:30][CH2:31][CH2:32]3)[cH:25][cH:26]1)=[O:33])[CH2:5][CH2:4]2.[CH3:34][S:35](=[O:36])(=[O:37])[OH:38]. The reactants are O=C(O)C(Cc1ccccc1)NS(=O)(=O)c1ccc(Br)cc1, C(=NC1CCCCC1)=NC1CCCCC1, ClCCl, CCOC(=O)c1cccc(N)c1. The product is CCOC(=O)c1cccc(NC(=O)C(Cc2ccccc2)NS(=O)(=O)c2ccc(Br)cc2)c1. As a reaction SMILES: [Br:1][c:2]1[cH:3][cH:4][c:5]([S:8](=[O:9])(=[O:10])[NH:11][CH:12]([C:13](=[O:14])[OH:15])[CH2:16][c:17]2[cH:18][cH:19][cH:20][cH:21][cH:22]2)[cH:6][cH:7]1.[CH:35]1([N:36]=[C:37]=[N:38][CH:39]2[CH2:40][CH2:41][CH2:42][CH2:43][CH2:44]2)[CH2:45][CH2:46][CH2:47][CH2:48][CH2:49]1.[Cl:50][CH2:51][Cl:52].[NH2:23][c:24]1[cH:25][c:26]([C:27](=[O:28])[O:29][CH2:30][CH3:31])[cH:32][cH:33][cH:34]1>>[Br:1][c:2]1[cH:3][cH:4][c:5]([S:8](=[O:9])(=[O:10])[NH:11][CH:12]([C:13](=[O:14])[NH:23][c:24]2[cH:25][c:26]([C:27](=[O:28])[O:29][CH2:30][CH3:31])[cH:32][cH:33][cH:34]2)[CH2:16][c:17]2[cH:18][cH:19][cH:20][cH:21][cH:22]2)[cH:6][cH:7]1. Reactants: C(C1=CC=CC=C1)OC1=NN(C(=C1Br)C1=CC=C(C=C1)OC)C(C)C (3-benzyloxy-4-bromo-1-isopropyl-5-(4-methoxyphenyl)-1H-pyrazole), C(CCC)[Li] (n-butyllithium), COC1=C(C=O)C=CC(=C1)OC (2,4-dimethoxybenzaldehyde). The solvent is O1CCCC1 (tetrahydrofuran), O1CCCC1 (tetrahydrofuran). Reaction conditions: time 30 minute. The product is C(C)(C)N1NC(C(=C1C1=CC=C(C=C1)OC)CC1=C(C=C(C=C1)OC)OC)=O (1-Isopropyl-5-(4-methoxyphenyl)-4-[(2,4-dimethoxyphenyl)-methyl]-1,2-dihydro-3H-pyrazole-3-one). As a reaction SMILES: C([O:8][C:9]1[C:13](Br)=[C:12]([C:15]2[CH:20]=[CH:19][C:18]([O:21][CH3:22])=[CH:17][CH:16]=2)[N:11]([CH:23]([CH3:25])[CH3:24])[N:10]=1)C1C=CC=CC=1.C([Li])CCC.[CH3:31][O:32][C:33]1[CH:40]=[C:39]([O:41][CH3:42])[CH:38]=[CH:37][C:34]=1[CH:35]=O>O1CCCC1>[CH:23]([N:11]1[C:12]([C:15]2[CH:16]=[CH:17][C:18]([O:21][CH3:22])=[CH:19][CH:20]=2)=[C:13]([CH2:35][C:34]2[CH:37]=[CH:38][C:39]([O:41][CH3:42])=[CH:40][C:33]=2[O:32][CH3:31])[C:9](=[O:8])[NH:10]1)([CH3:24])[CH3:25]. Procedure details: To a solution of 3-benzyloxy-4-bromo-1-isopropyl-5-(4-methoxyphenyl)-1H-pyrazole in tetrahydrofuran (2 mL) was added n-butyllithium (2.6 mol/L hexane solution, 0.89 mL) at −78° C. under argon atmosphere, and the mixture was stirred for 30 minutes. A solution of 2,4-dimethoxybenzaldehyde (0.51 g) in tetrahydrofuran (2 mL) was added to the reaction mixture, and the mixture was stirred at −78° C. for 1 hour. The reaction mixture was directly purified by column chromatography on aminopropylated sili... Starting materials: O=C(O)Cc1cn2c(C(=O)NCC34CC5CC(CC(C5)C3)C4)cccc2n1, CC1CNCCN1, CCOC(C)=O, CN(C)C=O, O. The product is CC1CN(C(=O)Cc2cn3c(C(=O)NCC45CC6CC(CC(C6)C4)C5)cccc3n2)CCN1. Reaction SMILES: [C:1]12([CH2:11][NH:12][C:13](=[O:14])[c:15]3[cH:16][cH:17][cH:18][c:19]4[n:20]3[cH:21][c:22]([CH2:24][C:25](=[O:26])[OH:27])[n:23]4)[CH2:2][CH:3]3[CH2:4][CH:5]([CH2:6][CH:7]([CH2:8]1)[CH2:9]3)[CH2:10]2.[CH3:28][CH:29]1[NH:30][CH2:31][CH2:32][NH:33][CH2:34]1.[CH3:40][CH2:41][O:42][C:43]([CH3:44])=[O:45].[O:35]=[CH:36][N:37]([CH3:38])[CH3:39].[OH2:46]>>[C:1]12([CH2:11][NH:12][C:13](=[O:14])[c:15]3[cH:16][cH:17][cH:18][c:19]4[n:20]3[cH:21][c:22]([CH2:24][C:25](=[O:26])[N:33]3[CH2:32][CH2:31][NH:30][CH:29]([CH3:28])[CH2:34]3)[n:23]4)[CH2:2][CH:3]3[CH2:4][CH:5]([CH2:6][CH:7]([CH2:8]1)[CH2:9]3)[CH2:10]2. The reactants are C1(=CC=CC=C1)C(=C)C(O)C1=C(C=C(C=C1)Cl)Cl (α-(1-phenylethenyl)-2,4-dichlorobenzenemethanol), [Mn](=O)(=O)([O-])[O-].[Ba+2] (barium manganate). The solvent is C1(=CC=CC=C1)C (toluene). The product is ClC1=C(C=CC(=C1)Cl)C(C(=C)C1=CC=CC=C1)=O (1-(2,4-dichlorophenyl)-2-phenylpropen-1-one), gum. RXN SMILES: [C:1]1([C:7]([CH:9]([C:11]2[CH:16]=[CH:15][C:14]([Cl:17])=[CH:13][C:12]=2[Cl:18])[OH:10])=[CH2:8])[CH:6]=[CH:5][CH:4]=[CH:3][CH:2]=1.[Mn]([O-])([O-])(=O)=O.[Ba+2]>C1(C)C=CC=CC=1>[Cl:18][C:12]1[CH:13]=[C:14]([Cl:17])[CH:15]=[CH:16][C:11]=1[C:9](=[O:10])[C:7]([C:1]1[CH:2]=[CH:3][CH:4]=[CH:5][CH:6]=1)=[CH2:8] |f:1.2|. Procedure: To a solution of α-(1-phenylethenyl)-2,4-dichlorobenzenemethanol (4 g) in toluene (100 ml) was added barium manganate (5 g) and the resulting mixture heated at reflux under an atmosphere of nitrogen for a period of 12 hours. The reaction mixture was cooled, filtered and concentrated under reduced pressure to yield 1-(2,4-dichlorophenyl)-2-phenylpropen-1-one, (δ (CDCl3), 5.75 (1H,s), 6.3 (1H,s) and 7.25-7.60 (8H,m)) as a gum (4.3 g) having the formula: ##STR27## The reactants are FC=1C=C(C=C(C1NS(=O)(=O)C)F)C(C)NC(=O)C=1SC(=CC1)Br (5-Bromo-thiophene-2-carboxylic acid [1-(3,5-difluoro-4-methanesulfonylamino-phenyl)-ethyl]-amide), FC(C=1C=C(C=CC1)B(O)O)(F)F (3-trifluoromethyl phenyl boronic acid). The product is FC=1C=C(C=C(C1NS(=O)(=O)C)F)C(C)NC(=O)C=1SC(=CC1)C1=CC(=CC=C1)C(F)(F)F (5-(3-Trifluoromethyl-phenyl)-thiophene-2-carboxylic acid [1-(3,5-difluoro-4-methanesulfonylamino-phenyl)-ethyl]-amide). Yield: 69.4%. As a reaction SMILES: [F:1][C:2]1[CH:3]=[C:4]([CH:14]([NH:16][C:17]([C:19]2[S:20][C:21](Br)=[CH:22][CH:23]=2)=[O:18])[CH3:15])[CH:5]=[C:6]([F:13])[C:7]=1[NH:8][S:9]([CH3:12])(=[O:11])=[O:10].[F:25][C:26]([F:37])([F:36])[C:27]1[CH:28]=[C:29](B(O)O)[CH:30]=[CH:31][CH:32]=1>>[F:1][C:2]1[CH:3]=[C:4]([CH:14]([NH:16][C:17]([C:19]2[S:20][C:21]([C:31]3[CH:30]=[CH:29][CH:28]=[C:27]([C:26]([F:37])([F:36])[F:25])[CH:32]=3)=[CH:22][CH:23]=2)=[O:18])[CH3:15])[CH:5]=[C:6]([F:13])[C:7]=1[NH:8][S:9]([CH3:12])(=[O:11])=[O:10]. Procedure details: 5-Bromo-thiophene-2-carboxylic acid [1-(3,5-difluoro-4-methanesulfonylamino-phenyl)-ethyl]-amide (50 mg, 0.12 mmol) was reacted with 3-trifluoromethyl phenyl boronic acid (42 mg, 0.23 mmol) as described in example 60 to give the title compound (42 mg, 77%) after purification by column chromatography (gradient 12% to 100% EtOAc in n-hexane).